Dataset: the Open Reaction Database (ORD), a public repository of structured organic reaction records. Task: describe an organic reaction: reactants, conditions, products, and yield Starting materials: ClCCl, CC1(C)C(C=CC(=O)O)C1C(=O)OC(C#N)c1ccc(F)c(Oc2ccccc2)c1, O=S(Cl)Cl. Yields the product CC1(C)C(C=CC(=O)Cl)C1C(=O)OC(C#N)c1ccc(F)c(Oc2ccccc2)c1. As a reaction SMILES: [CH2:35]([Cl:36])[Cl:37].[CH3:5][C:6]1([CH3:34])[CH:7]([C:14](=[O:15])[O:16][CH:17]([c:18]2[cH:19][c:20]([O:25][c:26]3[cH:27][cH:28][cH:29][cH:30][cH:31]3)[c:21]([F:24])[cH:22][cH:23]2)[C:32]#[N:33])[CH:8]1[CH:9]=[CH:10][C:11]([OH:12])=[O:13].[S:1]([Cl:2])([Cl:3])=[O:4]>>[Cl:3][C:11]([CH:10]=[CH:9][CH:8]1[C:6]([CH3:5])([CH3:34])[CH:7]1[C:14](=[O:15])[O:16][CH:17]([c:18]1[cH:19][c:20]([O:25][c:26]2[cH:27][cH:28][cH:29][cH:30][cH:31]2)[c:21]([F:24])[cH:22][cH:23]1)[C:32]#[N:33])=[O:12].